Dataset: the Open Reaction Database (ORD), a public repository of structured organic reaction records. Task: describe an organic reaction: reactants, conditions, products, and yield Run in CO (methanol). Yields the product ClC1=CC=C(C=C1)C(CCOC)(CC)N1C=CC2=C(C=CC=C12)NS(=O)(=O)C (N-(1-(3-(4-Chlorophenyl)-1-methoxypentan-3-yl)-1H-indol-4-yl)methanesulfonamide). Reaction conditions: temperature 40 celsius. Procedure: To a mixture of 3-(4-chlorophenyl)-3-(4-(methylsulfonamido)-1H-indol-1-yl)pentyl methanesulfonate (10 mg, 0.02 mmol), as described in Example 40 Step I, in methanol (2 mL) was added CH3ONa (21 mg, 0.4 mmol) at room temperature. Then the mixture was heated to 40° C. for 2 h. The solution was quenched with saturated ammonium chloride solution (10 mL), and extracted with ethyl acetate. The organic layers were washed with brine, dried over sodium sulfate, filtered and evaporated. The residue was pur... RXN SMILES: CS([O:5][CH2:6][CH2:7][C:8]([C:25]1[CH:30]=[CH:29][C:28]([Cl:31])=[CH:27][CH:26]=1)([N:11]1[C:19]2[C:14](=[C:15]([NH:20][S:21]([CH3:24])(=[O:23])=[O:22])[CH:16]=[CH:17][CH:18]=2)[CH:13]=[CH:12]1)[CH2:9][CH3:10])(=O)=O.[CH3:32]O[Na]>CO>[Cl:31][C:28]1[CH:29]=[CH:30][C:25]([C:8]([N:11]2[C:19]3[C:14](=[C:15]([NH:20][S:21]([CH3:24])(=[O:22])=[O:23])[CH:16]=[CH:17][CH:18]=3)[CH:13]=[CH:12]2)([CH2:9][CH3:10])[CH2:7][CH2:6][O:5][CH3:32])=[CH:26][CH:27]=1. Starting materials: CS(=O)(=O)OCCC(CC)(N1C=CC2=C(C=CC=C12)NS(=O)(=O)C)C1=CC=C(C=C1)Cl (3-(4-chlorophenyl)-3-(4-(methylsulfonamido)-1H-indol-1-yl)pentyl methanesulfonate), CO[Na] (CH3ONa). Starting materials: BrC1=CC=CC(=N1)N1CCC(CCC1)NCCCCO (4-[1-(6-bromopyridin-2-yl)azepan-4-ylamino]butan-1-ol), C(O)CN (ethanolamine). Product: BrC1=CC=CC(=N1)N1CCC(CCC1)NCCO (2-[1-(6-bromopyridin-2-yl)azepan-4-ylamino]ethanol). RXN SMILES: [Br:1][C:2]1[N:7]=[C:6]([N:8]2[CH2:14][CH2:13][CH2:12][CH:11]([NH:15][CH2:16][CH2:17]CCO)[CH2:10][CH2:9]2)[CH:5]=[CH:4][CH:3]=1.C(CN)[OH:22]>>[Br:1][C:2]1[N:7]=[C:6]([N:8]2[CH2:14][CH2:13][CH2:12][CH:11]([NH:15][CH2:16][CH2:17][OH:22])[CH2:10][CH2:9]2)[CH:5]=[CH:4][CH:3]=1. Procedure: The preparation is carried out analogously to 4-[1-(6-bromopyridin-2-yl)azepan-4-ylamino]butan-1-ol starting from 99 μl (1.65 mmol) of ethanolamine 85 mg, colourless oil, Rt.=1.55 min (method B), LCMS: 315 (M+H). The reactants are COC1=C(C=C(C=C1)[N+](=O)[O-])O (2-methoxy-5-nitrophenol), N1(CCCC1)CCO (1-pyrrolidineethanol), C1(=CC=CC=C1)P(C1=CC=CC=C1)C1=CC=CC=C1 (triphenylphosphine), N(=NC(=O)OCC)C(=O)OCC (diethyl azodicarboxylate). The solvent is TBF. Reaction conditions: time 1 hour. Product: N1(CCCC1)CCOC1=C(C=CC(=C1)[N+](=O)[O-])OC (2-(2-Pyrrolidin-1-ylethoxy)-4-nitroanisole). Isolated yield 61.0%. Reaction SMILES: [CH3:1][O:2][C:3]1[CH:8]=[CH:7][C:6]([N+:9]([O-:11])=[O:10])=[CH:5][C:4]=1[OH:12].[N:13]1([CH2:18][CH2:19]O)[CH2:17][CH2:16][CH2:15][CH2:14]1.C1(P(C2C=CC=CC=2)C2C=CC=CC=2)C=CC=CC=1.N(C(OCC)=O)=NC(OCC)=O>>[N:13]1([CH2:18][CH2:19][O:12][C:4]2[CH:5]=[C:6]([N+:9]([O-:11])=[O:10])[CH:7]=[CH:8][C:3]=2[O:2][CH3:1])[CH2:17][CH2:16][CH2:15][CH2:14]1. Procedure details: A stirred solution of 2-methoxy-5-nitrophenol (1.5 g, 0.0088 mole), 1-pyrrolidineethanol (1.03 ml, 0.0088 mole) and triphenylphosphine (2.4 g, 0.0088 mole) in TBF (50 ml) at room temperature under argon was treated with diethyl azodicarboxylate (1.4 ml, 0.0088 mole). The reaction mixture was stirred for 1 h, then concentrated in vacuo and the residue treated with 2M HCl acid (50 ml) and ethyl acetate (50 ml). The mixture was shaken well, then the acid layer separated, washed with ethyl acetate (... Starting materials: CC1=CC(=CC=2S(C3=C(CCC21)C=CC=C3)=O)C(=O)[O-] (methyl-10,11-dihydrodibenzo[b,f]-thiepin-3-carboxylate 5-oxide), [OH-].[Na+] (sodium hydroxide), C(C)O (ethanol). Run in O (water). The product is C1=CC(=CC=2S(C3=C(CCC21)C=CC=C3)=O)C(=O)O (10,11-Dihydrodibenzo[b,f]thiepin-3-carboxylic Acid 5-oxide). As a reaction SMILES: C[C:2]1[C:12]2[CH2:11][CH2:10][C:9]3[CH:13]=[CH:14][CH:15]=[CH:16][C:8]=3[S:7](=[O:17])[C:6]=2[CH:5]=[C:4]([C:18]([O-:20])=[O:19])[CH:3]=1.[OH-].[Na+].C(O)C>O>[CH:2]1[C:12]2[CH2:11][CH2:10][C:9]3[CH:13]=[CH:14][CH:15]=[CH:16][C:8]=3[S:7](=[O:17])[C:6]=2[CH:5]=[C:4]([C:18]([OH:20])=[O:19])[CH:3]=1 |f:1.2|. Procedure details: 520 Mg. methyl-10,11-dihydrodibenzo[b,f]-thiepin-3-carboxylate 5-oxide is stirred at 65° C. in a mixture of 20 cc. 20% aqueous sodium hydroxide and 20 cc. ethanol until a clear solution results (1 hour). The mixture is diluted with water, extracted with ether, then acidified with hydrochloric acid. The white precipitate is filtered and dried to yield 245 mg. of material which is recrystallized from methanol to yield 180 mg., m.p. 261°-265° C. The reactants are COC(=O)c1ccc(CBr)cc1, [K+], [K+], O=C([O-])[O-], CN(C)C=O, CCOC(=O)c1ccc(O)c(-c2ccccc2CC)c1. The product is CCOC(=O)c1ccc(OCc2ccc(C(=O)OC)cc2)c(-c2ccccc2CC)c1. Reaction SMILES: [Br:27][CH2:28][c:29]1[cH:30][cH:31][c:32]([C:33](=[O:34])[O:35][CH3:36])[cH:37][cH:38]1.[K+:21].[K+:22].[O-:23][C:24]([O-:25])=[O:26].[O:39]=[CH:40][N:41]([CH3:42])[CH3:43].[OH:1][c:2]1[c:3](-[c:13]2[c:14]([CH2:15][CH3:16])[cH:17][cH:18][cH:19][cH:20]2)[cH:4][c:5]([C:6](=[O:7])[O:8][CH2:9][CH3:10])[cH:11][cH:12]1>>[O:1]([c:2]1[c:3](-[c:13]2[c:14]([CH2:15][CH3:16])[cH:17][cH:18][cH:19][cH:20]2)[cH:4][c:5]([C:6](=[O:7])[O:8][CH2:9][CH3:10])[cH:11][cH:12]1)[CH2:28][c:29]1[cH:30][cH:31][c:32]([C:33](=[O:34])[O:35][CH3:36])[cH:37][cH:38]1. Starting materials: O=c1oc(CBr)c(CBr)o1, CC#N, O=C[O-], [K+]. The product is O=COCc1oc(=O)oc1CBr. As a reaction SMILES: [Br:1][CH2:2][c:3]1[o:4][c:5](=[O:10])[o:6][c:7]1[CH2:8][Br:9].[CH3:15][C:16]#[N:17].[CH:11](=[O:12])[O-:13].[K+:14]>>[CH2:2]([c:3]1[o:4][c:5](=[O:10])[o:6][c:7]1[CH2:8][Br:9])[O:13][CH:11]=[O:12]. The reactants are CN1N=CC=C1C(=O)C1=C(C(=C(C(=C1)O)O)Cl)Cl ((1-methylpyrazol-5-yl)-(2,3-dichloro-4,5-dihydroxyphenyl)-methanone), C([O-])([O-])=O.[K+].[K+] (potassium carbonate), BrC(C(=O)OCC)Br (ethyl dibromoacetate), ice water. The solvent is CN(C=O)C (dimethylformamide). Run at time 2 hour. Yields the product ClC1=C(C(=CC=2OC(OC21)C(=O)OCC)C(=O)C2=CC=NN2C)Cl (ethyl 4,5-dichloro-6-(1-methyl-5-pyrazolylcarbonyl)-1,3-benzodioxole-2-carboxylate). The yield is 63.4%. As a reaction SMILES: [CH3:1][N:2]1[C:6]([C:7]([C:9]2[CH:14]=[C:13]([OH:15])[C:12]([OH:16])=[C:11]([Cl:17])[C:10]=2[Cl:18])=[O:8])=[CH:5][CH:4]=[N:3]1.C(=O)([O-])[O-].[K+].[K+].Br[CH:26](Br)[C:27]([O:29][CH2:30][CH3:31])=[O:28]>CN(C)C=O>[Cl:17][C:11]1[C:12]2[O:16][CH:26]([C:27]([O:29][CH2:30][CH3:31])=[O:28])[O:15][C:13]=2[CH:14]=[C:9]([C:7]([C:6]2[N:2]([CH3:1])[N:3]=[CH:4][CH:5]=2)=[O:8])[C:10]=1[Cl:18] |f:1.2.3|. Reported procedure: To a solution of 2.0 g of (1-methylpyrazol-5-yl)-(2,3-dichloro-4,5-dihydroxyphenyl)-methanone in 22 ml of dimethylformamide are added 2.12 g of powdered potassium carbonate and 3.7 g of ethyl dibromoacetate, and the mixture is stirred at 90° to 100° C. under argon gas atmosphere for 2 hours. After cooling, the mixture is poured into ice-water and the mixture is extracted with ethyl acetate. The extract is washed with an aqueous saturated sodium chloride solution, dried and evaporated to remove s... Starting materials: CC(C)=O, CI, c1cncc(-c2cnon2)c1. The product is C[n+]1cccc(-c2cnon2)c1, [I-]. RXN SMILES: [CH3:14][C:15](=[O:16])[CH3:17].[CH3:1][I:2].[o:3]1[n:4][c:5](-[c:8]2[cH:9][n:10][cH:11][cH:12][cH:13]2)[cH:6][n:7]1>>[CH3:1][n+:10]1[cH:9][c:8](-[c:5]2[n:4][o:3][n:7][cH:6]2)[cH:13][cH:12][cH:11]1.[I-:2].